Dataset: the Open Reaction Database (ORD), a public repository of structured organic reaction records. Task: describe an organic reaction: reactants, conditions, products, and yield Product: C(#N)C1=CC=C(C=C1)NC(=O)NC1=C(C=CC=C1)NC(C)C1=CC=CC=C1 (1-(4-Cyano-phenyl)-3-[-(1-phenyl-ethylamino)-phenyl]-urea). Reaction SMILES: [C:1]1([NH2:8])[CH:6]=[CH:5][CH:4]=[CH:3][C:2]=1[NH2:7].C(=O)([O-])[O-].[K+].[K+].Br[CH:16]([C:18]1[CH:23]=[CH:22][CH:21]=[CH:20][CH:19]=1)[CH3:17].[C:24]([C:26]1[CH:31]=[CH:30][C:29]([N:32]=[C:33]=[O:34])=[CH:28][CH:27]=1)#[N:25]>CN(C)C=O>[C:24]([C:26]1[CH:27]=[CH:28][C:29]([NH:32][C:33]([NH:7][C:2]2[CH:3]=[CH:4][CH:5]=[CH:6][C:1]=2[NH:8][CH:16]([C:18]2[CH:23]=[CH:22][CH:21]=[CH:20][CH:19]=2)[CH3:17])=[O:34])=[CH:30][CH:31]=1)#[N:25] |f:1.2.3|. Starting materials: C(#N)C1=CC=C(C=C1)N=C=O (4-cyanophenylisocyanate), C([O-])([O-])=O.[K+].[K+] (potassium carbonate), BrC(C)C1=CC=CC=C1 (1-bromo-1-phenylethane), C1(=C(C=CC=C1)N)N (1,2-phenylene diamine). Reported procedure: 1.16 g (10.8 mmol) 1,2-phenylene diamine was dissolved in 10 ml dimethyl formamide, 2.1 g (15 mmol) potassium carbonate and 1.47 ml (10.8 mmol) 1-bromo-1-phenylethane were added with stirring. After 8 hours (h) at rt, most of the starting materials were consumed. Potassium bromide was filtered off, the solvent removed, the mixture redissolved in 20 ml THF and then 1,15 g (8 mmol) 4-cyanophenylisocyanate were slowly added and stirred for another 50 h at rt. The mixture was worked up by filtration... Conditions: time 8 hour. Run in CN(C=O)C (dimethyl formamide).